This data is from the Open Reaction Database (ORD), a public repository of structured organic reaction records. The task is: describe an organic reaction: reactants, conditions, products, and yield Reactants: COC(=O)c1cc(C#N)c(OC)c(C2CC2)c1, [Li+], C1CCOC1, [OH-], O, O. Yields the product COc1c(C#N)cc(C(=O)O)cc1C1CC1. As a reaction SMILES: [C:1](#[N:2])[c:3]1[cH:4][c:5]([C:6](=[O:7])[O:8][CH3:9])[cH:10][c:11]([CH:15]2[CH2:16][CH2:17]2)[c:12]1[O:13][CH3:14].[Li+:20].[O:21]1[CH2:22][CH2:23][CH2:24][CH2:25]1.[OH-:19].[OH2:18].[OH2:26]>>[C:1](#[N:2])[c:3]1[cH:4][c:5]([C:6](=[O:7])[OH:8])[cH:10][c:11]([CH:15]2[CH2:16][CH2:17]2)[c:12]1[O:13][CH3:14].